Dataset: the Open Reaction Database (ORD), a public repository of structured organic reaction records. Task: describe an organic reaction: reactants, conditions, products, and yield Product: CC(C(=O)C=1C=C2CCCN3C2=C(C1)C(=C3C)CC(=O)OCC)C (ethyl 5,6-dihydro-8-(2-methyl-1-oxopropyl)-2-methyl-4H-pyrrolo[3,2,1-ij]quinoline-1-acetate). Procedure details: 63 g of aluminum trichloride were suspended in 150 ml of chloroform at a temperature of 10° C. A mixture of ethyl 5,6-dihydro-2-methyl-4H-pyrrolo[3,2,1-ij]quinoline-1-acetate and 26.3 g of isobutyryl chloride in 150 ml of chloroform was added to the suspension while the temperature was maintained at 10° C. The reaction mixture was stirred at room temperature for hour, then heated under reflux for 4 hours and kept at room temperature for a further 12 hours. A further 10 g of aluminum chloride wer... Run in C(Cl)(Cl)Cl (chloroform), C(Cl)(Cl)Cl (chloroform). Conditions: temperature 10 celsius, time 12 hour. Reaction SMILES: [Cl-].[Cl-].[Cl-].[Al+3].[CH3:5][C:6]1[N:16]2[C:17]3[C:12]([CH2:13][CH2:14][CH2:15]2)=[CH:11][CH:10]=[CH:9][C:8]=3[C:7]=1[CH2:18][C:19]([O:21][CH2:22][CH3:23])=[O:20].[C:24](Cl)(=[O:28])[CH:25]([CH3:27])[CH3:26]>C(Cl)(Cl)Cl>[CH3:26][CH:25]([CH3:27])[C:24]([C:10]1[CH:11]=[C:12]2[C:17]3=[C:8]([C:7]([CH2:18][C:19]([O:21][CH2:22][CH3:23])=[O:20])=[C:6]([CH3:5])[N:16]3[CH2:15][CH2:14][CH2:13]2)[CH:9]=1)=[O:28] |f:0.1.2.3|. Reactants: [Cl-].[Cl-].[Cl-].[Al+3] (aluminum trichloride), [Cl-].[Al+3].[Cl-].[Cl-] (aluminum chloride), CC1=C(C=2C=CC=C3CCCN1C23)CC(=O)OCC (ethyl 5,6-dihydro-2-methyl-4H-pyrrolo[3,2,1-ij]quinoline-1-acetate), C(C(C)C)(=O)Cl (isobutyryl chloride).